From a dataset of the Open Reaction Database (ORD), a public repository of structured organic reaction records. describe an organic reaction: reactants, conditions, products, and yield Reactants: Ice water, COCC1(OC2=C(CC1=O)C=C(C=C2)[N+](=O)[O-])COC (3,4-dihydro-2,2-bis(methoxymethyl)-6-nitro-2H-1-benzopyran-3-one), CC(C)([O-])C.[K+] (potassium tertiary butoxide), CN=C=S (methyl isothiocyanate). Solvent: CN(C=O)C (N,N-dimethylformamide). Yields the product OC=1C(OC2=C(C1C(NC)=S)C=C(C=C2)[N+](=O)[O-])(COC)COC (3-hydroxy-2,2-bis(methoxymethyl)-N-methyl-6-nitro-2H-1-benzopyran-4-carbothioamide). RXN SMILES: [CH3:1][O:2][CH2:3][C:4]1([CH2:18][O:19][CH3:20])[C:9](=[O:10])[CH2:8][C:7]2[CH:11]=[C:12]([N+:15]([O-:17])=[O:16])[CH:13]=[CH:14][C:6]=2[O:5]1.[CH3:21][N:22]=[C:23]=[S:24].CC(C)([O-])C.[K+]>CN(C)C=O>[OH:10][C:9]1[C:4]([CH2:18][O:19][CH3:20])([CH2:3][O:2][CH3:1])[O:5][C:6]2[CH:14]=[CH:13][C:12]([N+:15]([O-:17])=[O:16])=[CH:11][C:7]=2[C:8]=1[C:23](=[S:24])[NH:22][CH3:21] |f:2.3|. Procedure: To a mixture of 5.1 g of 3,4-dihydro-2,2-bis(methoxymethyl)-6-nitro-2H-1-benzopyran-3-one and 60 ml of dried N,N-dimethylformamide was added 1.35 ml of methyl isothiocyanate under nitrogen stream with stirring under ice-cooling. Subsequently, 2.2 g of potassium tertiary butoxide was added therein. The mixture was stirred for 15 minutes and then further stirred at 5° C. for 11 hours. Ice water was added therein and the resultant reaction solution was washed with ether. A water layer was acidified... Reactants: C1(=CC=CC=C1)OC(NC=1C(=NC(=C(C1)C)C)OC)=O (Phenyl-N-(5,6-dimethyl-2-methoxypyridin-3-yl)carbamate), OC=1C=C(C=CC1)N1CCNCC1 (1-(3-hydroxyphenyl)piperazine). Yields the product CC=1C=C(C(=NC1C)OC)N1CCN(CC1)C1=CC(=CC=C1)O (1-[(5,6-dimethyl-2-methoxypyridin-3-yl)]-4-(3-hydroxyphenyl)piperazine). The yield is 78.0%. As a reaction SMILES: C1(O[C:8](=O)[NH:9][C:10]2[C:11]([O:18][CH3:19])=[N:12][C:13]([CH3:17])=[C:14]([CH3:16])[CH:15]=2)C=CC=CC=1.[OH:21][C:22]1[CH:23]=[C:24]([N:28]2[CH2:33]CN[CH2:30][CH2:29]2)[CH:25]=[CH:26][CH:27]=1>>[CH3:16][C:14]1[CH:15]=[C:10]([N:9]2[CH2:8][CH2:33][N:28]([C:24]3[CH:25]=[CH:26][CH:27]=[C:22]([OH:21])[CH:23]=3)[CH2:29][CH2:30]2)[C:11]([O:18][CH3:19])=[N:12][C:13]=1[CH3:17]. Procedure details: Phenyl-N-(5,6-dimethyl-2-methoxypyridin-3-yl)carbamate and 1-(3-hydroxyphenyl)piperazine were reacted by the same way with the example 1 to obtain the titled compound. The reactants are CNC(=O)C=1N(N=CN1)CC1=C(N=C2N1C=C(C=C2)C)C2=CC=C(C=C2)C (2-(6-Methyl-2-p-tolyl-imidazo[1,2-a]pyridin-3-ylmethyl)-2H-[1,2,4]triazole-3-carboxylic acid methylamide), FC=1C=CC=2N(C1)C(=C(N2)C2=CC=C(C=C2)F)CN2N=C(N=C2)C(=O)OC (methyl 1-((6-fluoro-2-(4-fluorophenyl)imidazo[1,2-a]pyridin-3-yl)methyl)-1H-1,2,4-triazole-3-carboxylate), N (ammonia). The product is FC=1C=CC=2N(C1)C(=C(N2)C2=CC=C(C=C2)F)CN2N=C(N=C2)C(=O)N (1-((6-fluoro-2-(4-fluorophenyl)imidazo[1,2-a]pyridin-3-yl)methyl)-1H-1,2,4-triazole-3-carboxamide). Reaction SMILES: C[NH:2]C(C1N(CC2N3C=C(C)C=CC3=NC=2C2C=CC(C)=CC=2)N=CN=1)=O.[F:28][C:29]1[CH:30]=[CH:31][C:32]2[N:33]([C:35]([CH2:45][N:46]3[CH:50]=[N:49][C:48]([C:51]([O:53]C)=O)=[N:47]3)=[C:36]([C:38]3[CH:43]=[CH:42][C:41]([F:44])=[CH:40][CH:39]=3)[N:37]=2)[CH:34]=1.N>>[F:28][C:29]1[CH:30]=[CH:31][C:32]2[N:33]([C:35]([CH2:45][N:46]3[CH:50]=[N:49][C:48]([C:51]([NH2:2])=[O:53])=[N:47]3)=[C:36]([C:38]3[CH:39]=[CH:40][C:41]([F:44])=[CH:42][CH:43]=3)[N:37]=2)[CH:34]=1. Procedure: The title compound was prepared according to the procedure described for compound 68 from methyl 1-((6-fluoro-2-(4-fluorophenyl)imidazo[1,2-a]pyridin-3-yl)methyl)-1H-1,2,4-triazole-3-carboxylate and ammonia. m/e+ 355 for C17H13F2N6O (M+H)+. The reactants are C1(CCCC1)C1=NOC(=C1NC(CC1=CC=C(C=C1)OC)=O)C(=O)N (3-Cyclopentyl-4-{[2-(4-methoxyphenyl)acetyl]amino}-isoxazole-5-carboxamide), [OH-].[K+] (potassium hydroxide), CO (methanol). The product is C1(CCCC1)C1=NOC2=C1N=C(NC2=O)C2=CC=C(C=C2)OC (3-Cyclopentyl-5-(4-methoxyphenyl)-isoxazolo[4,5-d]pyrimidin-7(6H)-one). As a reaction SMILES: [CH:1]1([C:6]2[C:10]([NH:11][C:12](=O)[CH2:13][C:14]3[CH:19]=[CH:18][C:17](OC)=[CH:16]C=3)=[C:9]([C:23]([NH2:25])=[O:24])[O:8][N:7]=2)[CH2:5][CH2:4][CH2:3][CH2:2]1.[OH-:26].[K+].[CH3:28]O>>[CH:1]1([C:6]2[C:10]3[N:11]=[C:12]([C:13]4[CH:14]=[CH:19][C:18]([O:26][CH3:28])=[CH:17][CH:16]=4)[NH:25][C:23](=[O:24])[C:9]=3[O:8][N:7]=2)[CH2:2][CH2:3][CH2:4][CH2:5]1 |f:1.2|. Reported procedure: 2.56 g (7.45 mmol) of 3-cyclopentyl-4-{[2-(4-methoxyphenyl)acetyl]amino}-isoxazole-5-carboxamide (example X) are heated under reflux for 16 hours, together with 4.3 g of potassium hydroxide, in 170 ml of methanol. The solvent is removed in vacuo and the residue is taken up in dichloromethane; the solution is washed with 1N hydrochloric acid and water, after which the organic phase is dried over sodium sulfate and the solvent is removed. The residue is purified by chromatography (cyclohexane/ethy... The reactants are ClCCCCCCCCO (8-chlorooctan-1-ol), [I-].[Na+] (sodium iodide). The solvent is CC(=O)C (acetone). Yields the product ICCCCCCCCO (8-iodooctan-1-ol). Yield: 89.5%. As a reaction SMILES: Cl[CH2:2][CH2:3][CH2:4][CH2:5][CH2:6][CH2:7][CH2:8][CH2:9][OH:10].[I-:11].[Na+]>CC(C)=O>[I:11][CH2:2][CH2:3][CH2:4][CH2:5][CH2:6][CH2:7][CH2:8][CH2:9][OH:10] |f:1.2|. Procedure: A mixture of 8-chlorooctan-1-ol (25 g, 152 mmol) and sodium iodide (125 g, 834 mmol) in acetone (500 ml) was heated at reflux overnight. The mixture was filtered to remove precipitated sodium chloride, the filtrate was evaporated in vacuo, and the residue partitioned between water (200 ml) and ether (200 ml). The ether layer was separated, washed with 1M sodium thoisulfate solution (200 ml), and dried over anhydrous magnesium sulfate. Filtration, and solvent removal in vacuo, afforded 8-iodoocta... The reactants are CN, CO, CC(C)N1c2ccccc2N(C(CCCl)c2ccccc2)S1(=O)=O. Yields the product CNCCC(c1ccccc1)N1c2ccccc2N(C(C)C)S1(=O)=O. RXN SMILES: [CH3:25][NH2:26].[CH3:27][OH:28].[Cl:1][CH2:2][CH2:3][CH:4]([c:5]1[cH:6][cH:7][cH:8][cH:9][cH:10]1)[N:11]1[S:12](=[O:23])(=[O:24])[N:13]([CH:20]([CH3:21])[CH3:22])[c:14]2[c:15]1[cH:16][cH:17][cH:18][cH:19]2>>[CH2:2]([CH2:3][CH:4]([c:5]1[cH:6][cH:7][cH:8][cH:9][cH:10]1)[N:11]1[S:12](=[O:23])(=[O:24])[N:13]([CH:20]([CH3:21])[CH3:22])[c:14]2[c:15]1[cH:16][cH:17][cH:18][cH:19]2)[NH:26][CH3:25]. Starting materials: ClCCl, O=C1CCC(=O)N1I, Cc1cccc(Nc2nc(NC3CCCCC3NC(=O)OC(C)(C)C)cc3c2C(=O)NC3)c1. Yields the product Cc1cccc(Nc2nc(NC3CCCCC3NC(=O)OC(C)(C)C)c(I)c3c2C(=O)NC3)c1. As a reaction SMILES: [Cl:42][CH2:43][Cl:44].[I:34][N:35]1[C:36](=[O:37])[CH2:38][CH2:39][C:40]1=[O:41].[O:1]=[C:2]1[NH:3][CH2:4][c:5]2[c:6]1[c:7]([NH:26][c:27]1[cH:28][c:29]([CH3:33])[cH:30][cH:31][cH:32]1)[n:8][c:9]([NH:11][CH:12]1[CH:13]([NH:18][C:19]([O:20][C:21]([CH3:22])([CH3:23])[CH3:24])=[O:25])[CH2:14][CH2:15][CH2:16][CH2:17]1)[cH:10]2>>[O:1]=[C:2]1[NH:3][CH2:4][c:5]2[c:6]1[c:7]([NH:26][c:27]1[cH:28][c:29]([CH3:33])[cH:30][cH:31][cH:32]1)[n:8][c:9]([NH:11][CH:12]1[CH:13]([NH:18][C:19]([O:20][C:21]([CH3:22])([CH3:23])[CH3:24])=[O:25])[CH2:14][CH2:15][CH2:16][CH2:17]1)[c:10]2[I:34].